From a dataset of the Open Reaction Database (ORD), a public repository of structured organic reaction records. describe an organic reaction: reactants, conditions, products, and yield The reactants are COC1CNCC2=CC=CC=C12 (4-methoxy-1,2,3,4-tetrahydroisoquinoline), C(=O)(OC(C)(C)C)NCC(=O)O (Boc-glycine), C1(CCCCC1)N=C=NC1CCCCC1 (dicyclohexyl carbodiimide). Reagents/catalysts: CN(C1=CC=NC=C1)C (4-dimethylaminopyridine). The solvent is C(Cl)Cl (CH2Cl2). Reaction conditions: time 8 hour. The product is SiO2, C(=O)(OC(C)(C)C)NCC(=O)N1CC2=CC=CC=C2C(C1)OC (N-(N′-Boc-Glycyl)-4-methoxy-1,2,3,4-tetrahydroisoquinoline). The yield is 42.5%. Reaction SMILES: [CH3:1][O:2][CH:3]1[C:12]2[C:7](=[CH:8][CH:9]=[CH:10][CH:11]=2)[CH2:6][NH:5][CH2:4]1.[C:13]([NH:20][CH2:21][C:22](O)=[O:23])([O:15][C:16]([CH3:19])([CH3:18])[CH3:17])=[O:14].C1(N=C=NC2CCCCC2)CCCCC1>C(Cl)Cl.CN(C)C1C=CN=CC=1>[C:13]([NH:20][CH2:21][C:22]([N:5]1[CH2:4][CH:3]([O:2][CH3:1])[C:12]2[C:7](=[CH:8][CH:9]=[CH:10][CH:11]=2)[CH2:6]1)=[O:23])([O:15][C:16]([CH3:17])([CH3:18])[CH3:19])=[O:14]. Procedure details: To a solution of 4-methoxy-1,2,3,4-tetrahydroisoquinoline (5.88 g, 36 mmol) in 100 mL of CH2Cl2 were added Boc-glycine (12.6 g, 72 mmol), 4-dimethylaminopyridine (8.80 g, 72 mmol), and dicyclohexyl carbodiimide (14.9 g, 72 mmol). After stirring overnight, the resulting precipitate was filtered and the filtrate was evaporated. A SiO2 chromatography (EtOAc:hexane=1:1) of the residue gave 4.9 g (43%) of the title compound. Reactants: C(C1=CC=CC=C1)(=O)NC(C(=O)OCC)C(CCC(C(=O)OCC)NC(C1=CC=CC=C1)=O)Cl (2,6-di-(N-benzoyl)amino-3-chloroheptanedioic acid, diethyl ester). The solvent is Cl (HCl). The product is Cl.Cl.ClC(CC[C@H](N)C(=O)O)C(N)C(=O)O (δ-chloro-ε-carboxylysine, dihydrochloride). Yield: 89.0%. As a reaction SMILES: C([NH:9][CH:10]([CH:16]([Cl:34])[CH2:17][CH2:18][CH:19]([NH:25]C(=O)C1C=CC=CC=1)[C:20]([O:22]CC)=[O:21])[C:11]([O:13]CC)=[O:12])(=O)C1C=CC=CC=1>Cl>[ClH:34].[ClH:34].[Cl:34][CH:16]([CH:10]([C:11]([OH:13])=[O:12])[NH2:9])[CH2:17][CH2:18][C@@H:19]([C:20]([OH:22])=[O:21])[NH2:25] |f:2.3.4|. Procedure details: Tetraprotected amino acid (11) (118 mg, 0.24 mM) is refluxed in 6N HCl (20 ml) for 8 hours. After cooling the aqueous solution was washed with Et2O (3×25 ml) and evaporated to dryness in vacuo to yield the desired compound as a very hygroscopic white foam, 64 mg (89% yield). The reactants are C1CCOC1, CN(C)CC1CNc2cc(O)ccc2C1, Cl, CCOC(=O)N=NC(=O)OCC, OCc1ccc(-c2ccccc2)cc1, c1ccc(P(c2ccccc2)c2ccccc2)cc1. Product: CN(C)CC1CNc2cc(OCc3ccc(-c4ccccc4)cc3)ccc2C1, Cl. RXN SMILES: [CH2:62]1[O:63][CH2:64][CH2:65][CH2:66]1.[CH3:1][N:2]([CH3:3])[CH2:4][CH:5]1[CH2:6][NH:7][c:8]2[cH:9][c:10]([OH:15])[cH:11][cH:12][c:13]2[CH2:14]1.[ClH:61].[O:49]=[C:50]([O:51][CH2:52][CH3:53])[N:54]=[N:55][C:56]([O:57][CH2:58][CH3:59])=[O:60].[c:16]1(-[c:24]2[cH:25][cH:26][cH:27][cH:28][cH:29]2)[cH:17][cH:18][c:19]([CH2:22][OH:23])[cH:20][cH:21]1.[c:30]1([P:31]([c:32]2[cH:33][cH:34][cH:35][cH:36][cH:37]2)[c:38]2[cH:39][cH:40][cH:41][cH:42][cH:43]2)[cH:44][cH:45][cH:46][cH:47][cH:48]1>>[CH3:1][N:2]([CH3:3])[CH2:4][CH:5]1[CH2:6][NH:7][c:8]2[cH:9][c:10]([O:15][CH2:22][c:19]3[cH:18][cH:17][c:16](-[c:24]4[cH:25][cH:26][cH:27][cH:28][cH:29]4)[cH:21][cH:20]3)[cH:11][cH:12][c:13]2[CH2:14]1.[ClH:61]. Reaction SMILES: C[N:2]1[CH:6]=[N:5][N:4]=[C:3]1[S:7][C:8]1[CH:13]=[CH:12][C:11]([N+:14]([O-])=O)=[CH:10][CH:9]=1.[Cl-].[Ca+2].[Cl-].[CH2:20](O)C>>[NH2:14][C:11]1[CH:12]=[CH:13][C:8]([S:7][C:3]2[N:2]=[CH:6][N:5]([CH3:20])[N:4]=2)=[CH:9][CH:10]=1 |f:1.2.3|. Procedure details: 4-methyl-3-[(4-nitrophenyl)thio]-1,2,4-triazole (1.0 g), reduced iron (1.18 g) and calcium chloride (2.35 g) were added to 85% aqueous solution of ethanol (15 ml), and the mixture was stirred for 6 hours under nitrogen atmosphere at 105° C. The mixture was allowed to be at room temperature, the insolubles were filtered off, and the solvent was distilled off under reduced pressure. To the obtained residue were added water, and the mixture extracted with ethyl acetate twice. The organic layer was ... The product is NC1=CC=C(C=C1)SC1=NN(C=N1)C (3-[(4-aminophenyl)thio]-1-methyl-1,2,4-triazole). Reaction conditions: temperature 105 celsius, time 6 hour. Reactants: CN1C(=NN=C1)SC1=CC=C(C=C1)[N+](=O)[O-] (4-methyl-3-[(4-nitrophenyl)thio]-1,2,4-triazole), reduced iron, [Cl-].[Ca+2].[Cl-] (calcium chloride), aqueous solution, C(C)O (ethanol). Reactants: ClC=1C=C2C=CN(C2=CC1)CC (5-chloro-1-ethylindole), C(C1=CC=CC=C1)OC(=O)N1[C@H]([C@H]1C)C(=O)OC (methyl (2R,3R)-N-benzyloxycarbonyl-3-methyl-2-aziridinecarboxylate), B(F)(F)F.CCOCC (boron trifluoride etherate). Solvent: C(Cl)Cl (methylene chloride). Conditions: time 5 minute. Product: COC([C@H](NC(=O)OCC1=CC=CC=C1)[C@@H](C1=CN(C2=CC=C(C=C12)Cl)CC)C)=O ((αR,βR)-N-benzyloxycarbonyl-5-chloro-1-ethyl-β-methyltryptophan methyl ester). Yield: 28.3%. As a reaction SMILES: [Cl:1][C:2]1[CH:3]=[C:4]2[C:8](=[CH:9][CH:10]=1)[N:7]([CH2:11][CH3:12])[CH:6]=[CH:5]2.[CH2:13]([O:20][C:21]([N:23]1[C@H:25]([CH3:26])[C@@H:24]1[C:27]([O:29][CH3:30])=[O:28])=[O:22])[C:14]1[CH:19]=[CH:18][CH:17]=[CH:16][CH:15]=1.B(F)(F)F.CCOCC>C(Cl)Cl>[CH3:30][O:29][C:27](=[O:28])[C@@H:24]([C@H:25]([CH3:26])[C:5]1[C:4]2[C:8](=[CH:9][CH:10]=[C:2]([Cl:1])[CH:3]=2)[N:7]([CH2:11][CH3:12])[CH:6]=1)[NH:23][C:21]([O:20][CH2:13][C:14]1[CH:19]=[CH:18][CH:17]=[CH:16][CH:15]=1)=[O:22] |f:2.3|. Procedure details: To a solution of 5-chloro-1-ethylindole (6.17 g) and methyl (2R,3R)-N-benzyloxycarbonyl-3-methyl-2-aziridinecarboxylate (9.87 g) in dry methylene chloride (100 ml) which was cooled on an ice bath, was added boron trifluoride etherate (4 ml). The mixture was stirred for five minutes and washed with saturated sodium bicarbonate solution, treated with active charcoal, and dried over magnesium sulfate. After removal of the solvent, the crude residue was chromatographed on silica gel (100 g) (toluene...